This data is from the Open Reaction Database (ORD), a public repository of structured organic reaction records. The task is: describe an organic reaction: reactants, conditions, products, and yield Starting materials: Cc1ccc(Oc2cc(Br)cnc2N)c(C)n1, [Li]CCCC, C1CCOC1, [Li]C, [Cl-], [NH4+], c1ccc(SSc2cccnc2)nc1. Product: Cc1ccc(Oc2cc(Sc3ccccn3)cnc2N)c(C)n1. RXN SMILES: [Br:1][c:2]1[cH:3][c:4]([O:9][c:10]2[c:11]([CH3:17])[n:12][c:13]([CH3:16])[cH:14][cH:15]2)[c:5]([NH2:8])[n:6][cH:7]1.[CH2:20]([Li:21])[CH2:22][CH2:23][CH3:24].[CH2:41]1[O:42][CH2:43][CH2:44][CH2:45]1.[CH3:18][Li:19].[Cl-:39].[NH4+:40].[n:25]1[cH:26][cH:27][cH:28][c:29]([S:30][S:32][c:33]2[n:34][cH:35][cH:36][cH:37][cH:38]2)[cH:31]1>>[c:2]1([S:32][c:33]2[n:34][cH:35][cH:36][cH:37][cH:38]2)[cH:3][c:4]([O:9][c:10]2[c:11]([CH3:17])[n:12][c:13]([CH3:16])[cH:14][cH:15]2)[c:5]([NH2:8])[n:6][cH:7]1.